Dataset: the Open Reaction Database (ORD), a public repository of structured organic reaction records. Task: describe an organic reaction: reactants, conditions, products, and yield Reactants: CC(C)(C)OC(=O)N1CCC(C(=O)c2cc(Br)c3c(N)ncnn23)C1, O=C([O-])[O-], CC1(C)OB(c2ccc3cn(Cc4ccccc4)nc3c2)OC1(C)C, CCOC(C)=O, [Na+], [Na+], CN(C)C=O, c1ccc(P(c2ccccc2)(c2ccccc2)[Pd](P(c2ccccc2)(c2ccccc2)c2ccccc2)(P(c2ccccc2)(c2ccccc2)c2ccccc2)P(c2ccccc2)(c2ccccc2)c2ccccc2)cc1. The product is CC(C)(C)OC(=O)N1CCC(C(=O)c2cc(-c3ccc4cn(Cc5ccccc5)nc4c3)c3c(N)ncnn23)C1. Reaction SMILES: [C:1]([CH3:2])([CH3:3])([CH3:4])[O:5][C:6](=[O:7])[N:8]1[CH2:9][CH:10]([C:13](=[O:14])[c:15]2[cH:16][c:17]([Br:25])[c:18]3[c:19]([NH2:24])[n:20][cH:21][n:22][n:23]23)[CH2:11][CH2:12]1.[C:51](=[O:52])([O-:53])[O-:54].[CH2:26]([c:27]1[cH:28][cH:29][cH:30][cH:31][cH:32]1)[n:33]1[n:34][c:35]2[cH:36][c:37]([B:42]3[O:43][C:44]([CH3:45])([CH3:46])[C:47]([CH3:48])([CH3:49])[O:50]3)[cH:38][cH:39][c:40]2[cH:41]1.[CH3:62][CH2:63][O:64][C:65]([CH3:66])=[O:67].[Na+:55].[Na+:56].[O:57]=[CH:58][N:59]([CH3:60])[CH3:61].[cH:68]1[cH:69][cH:70][c:71]([P:72]([Pd:73]([P:74]([c:75]2[cH:76][cH:77][cH:78][cH:79][cH:80]2)([c:81]2[cH:82][cH:83][cH:84][cH:85][cH:86]2)[c:87]2[cH:88][cH:89][cH:90][cH:91][cH:92]2)([P:93]([c:94]2[cH:95][cH:96][cH:97][cH:98][cH:99]2)([c:100]2[cH:101][cH:102][cH:103][cH:104][cH:105]2)[c:106]2[cH:107][cH:108][cH:109][cH:110][cH:111]2)[P:112]([c:113]2[cH:114][cH:115][cH:116][cH:117][cH:118]2)([c:119]2[cH:120][cH:121][cH:122][cH:123][cH:124]2)[c:125]2[cH:126][cH:127][cH:128][cH:129][cH:130]2)([c:131]2[cH:132][cH:133][cH:134][cH:135][cH:136]2)[c:137]2[cH:138][cH:139][cH:140][cH:141][cH:142]2)[cH:143][cH:144]1>>[C:1]([CH3:2])([CH3:3])([CH3:4])[O:5][C:6](=[O:7])[N:8]1[CH2:9][CH:10]([C:13](=[O:14])[c:15]2[cH:16][c:17](-[c:37]3[cH:36][c:35]4[n:34][n:33]([CH2:26][c:27]5[cH:28][cH:29][cH:30][cH:31][cH:32]5)[cH:41][c:40]4[cH:39][cH:38]3)[c:18]3[c:19]([NH2:24])[n:20][cH:21][n:22][n:23]23)[CH2:11][CH2:12]1.